This data is from the Open Reaction Database (ORD), a public repository of structured organic reaction records. The task is: describe an organic reaction: reactants, conditions, products, and yield Reactants: CC(C#CC1=CC=C(S1)C(=O)O)(C)C (5-(3,3-dimethyl-but-1-ynyl)-thiophene-2-carboxylic acid), [Li]CCCC (n-BuLi), BrC(C(F)(F)Br)(F)F (1,2-dibromo-1,1,2,2-tetrafluoro-ethane). Solvent: C1CCOC1 (THF). Conditions: temperature -78 celsius, time 1 hour. Product: BrC1=C(SC(=C1)C#CC(C)(C)C)C(=O)O (3-Bromo-5-(3,3-dimethyl-but-1-ynyl)-thiophene-2-carboxylic acid). As a reaction SMILES: [CH3:1][C:2]([CH3:14])([CH3:13])[C:3]#[C:4][C:5]1[S:9][C:8]([C:10]([OH:12])=[O:11])=[CH:7][CH:6]=1.[Li]CCCC.[Br:20]C(F)(F)C(Br)(F)F>C1COCC1>[Br:20][C:7]1[CH:6]=[C:5]([C:4]#[C:3][C:2]([CH3:14])([CH3:13])[CH3:1])[S:9][C:8]=1[C:10]([OH:12])=[O:11]. Reported procedure: To a of solution of 5-(3,3-dimethyl-but-1-ynyl)-thiophene-2-carboxylic acid (6.5 g, 31.3 mmol, 1.0 equiv) in THF (150 mL) at −78° C. was added n-BuLi (44.9 mL, 1.6 M in heptane, 71.9 mmol, 2.3 equiv) and the resulting solution was stirred at −78° C. for 1 hour. To the solution was then added 1,2-dibromo-1,1,2,2-tetrafluoro-ethane (16.2 g, 62.5 mmol, 2.0 equiv) and the solution was allowed to warm to room temperature over 2 hours. The reaction was quenched by addition of sat. aq. NH4Cl solution a... Starting materials: C1(=CC=CC=C1)O (phenol), C1(=CC=CC=C1)O (phenol), C(CCC)O (butanol), C(OCCCC)(OCCCC)=O (dibutyl carbonate), C(OCCCC)(OCCCC)=O (dibutyl carbonate). Reaction conditions: time 40 minute. Yields the product C(OC1=CC=CC=C1)(OC1=CC=CC=C1)=O (diphenyl carbonate). As a reaction SMILES: [C:1]1([OH:7])[CH:6]=[CH:5][CH:4]=[CH:3][CH:2]=1.[C:8](=[O:19])([O:14][CH2:15][CH2:16][CH2:17][CH3:18])OCCCC.[CH2:20](O)[CH2:21]CC>>[C:8](=[O:19])([O:14][C:15]1[CH:16]=[CH:17][CH:18]=[CH:21][CH:20]=1)[O:7][C:1]1[CH:6]=[CH:5][CH:4]=[CH:3][CH:2]=1. Procedure details: After 150 minutes of starting of the reaction, the reflux ratio was set to 0.2 and unreacted phenol and dibutyl carbonate were mainly distilled out in a reflux ratio of 0.2 by lowering gradually the reaction pressure from atmospheric pressure to 450 mmHg. After 40 minutes, unreacted phenol and dibutyl carbonate were almost distilled out. At this time, the bottom section temperature was 205° C. Then, dibutyl carbonate due to disproportionation was mainly distilled out by further lowering graduall... The reactants are O=C[C@H](O)[C@@H](O)[C@@H](O)[C@H](O)CO (D-galactose), C(C1=CC=CC=C1)N (benzylamine), ClCCN=C=O (2-chloroethyl isocyanate). Product: ClCCNC(=O)N(C1[C@H](O)[C@@H](O)[C@@H](O)[C@H](O1)CO)CC1=CC=CC=C1 (1-(2-chloroethyl)-3-benzyl-3-(D-galactopyranosyl)urea). Yield: 65.4%. RXN SMILES: O=[CH:2][C@@H:3]([C@H:5]([C@H:7]([C@@H:9]([CH2:11][OH:12])[OH:10])[OH:8])[OH:6])[OH:4].[CH2:13]([NH2:20])[C:14]1[CH:19]=[CH:18][CH:17]=[CH:16][CH:15]=1.[Cl:21][CH2:22][CH2:23][N:24]=[C:25]=[O:26]>>[Cl:21][CH2:22][CH2:23][NH:24][C:25]([N:20]([CH2:13][C:14]1[CH:19]=[CH:18][CH:17]=[CH:16][CH:15]=1)[CH:2]1[O:10][C@H:9]([CH2:11][OH:12])[C@H:7]([OH:8])[C@H:5]([OH:6])[C@H:3]1[OH:4])=[O:26]. Procedure: 3.6 g of D-galactose, 3.2 g of benzylamine and 3.0 g of 2-chloroethyl isocyanate are treated in the same manner as described in Example 23-(1). 4.9 g of 1-(2-chloroethyl)-3-benzyl-3-(D-galactopyranosyl)urea are thereby obtained as colorless caramel. RXN SMILES: [CH2:1]([O:8][C:9]1[C:10]([NH2:16])=[N:11][C:12]([Br:15])=[CH:13][CH:14]=1)[C:2]1[CH:7]=[CH:6][CH:5]=[CH:4][CH:3]=1.Cl[CH2:18][CH:19]=O>>[CH2:1]([O:8][C:9]1[C:10]2[N:11]([CH:18]=[CH:19][N:16]=2)[C:12]([Br:15])=[CH:13][CH:14]=1)[C:2]1[CH:7]=[CH:6][CH:5]=[CH:4][CH:3]=1. The reactants are C(C1=CC=CC=C1)OC=1C(=NC(=CC1)Br)N (3-benzyloxy-6-bromopyridin-2-ylamine), ClCC=O (chloroacetaldehyde). Procedure: A mixture of 3-benzyloxy-6-bromopyridin-2-ylamine (1.0 g, 3.6 mmol) and chloroacetaldehyde (1.2 mL, 50 wt. % in water) in IMS (12 mL) was stirred at reflux for 1 hour, then concentrated under reduced pressure. The residue was partitioned between an aqueous saturated solution of sodium bicarbonate and EtOAc. The organic layer was separated and washed with brine, dried over Na2SO4, filtered and concentrated. The residue was purified by flash chromatography (Si—PPC, MeOH:Et2O, gradient 0:100 to 1:9... Solvent: IMS. Yields the product C(C1=CC=CC=C1)OC=1C=2N(C(=CC1)Br)C=CN2 (8-Benzyloxy-5-bromo-imidazo[1,2-a]pyridine). Isolated yield 88.0%. Reactants: Cl (HCl), O (Water), C(C)(=O)OC[C@]1(CCN2C(O1)=NC(=C2)[N+](=O)[O-])C ([(7R)-7-methyl-2-nitro-6,7-dihydro-5H-imidazo[2,1-b][1,3]oxazin-7-yl]methyl acetate), C(=O)([O-])[O-].[K+].[K+] (K2CO3). Run in CO (MeOH). Conditions: time 4 hour. The product is C[C@@]1(CCN2C(O1)=NC(=C2)[N+](=O)[O-])CO ([(7R)-7-methyl-2-nitro-6,7-dihydro-5H-imidazo[2,1-b][1,3]oxazin-7-yl]methanol). Yield: 96.3%. RXN SMILES: O.C([O:5][CH2:6][C@:7]1([CH3:19])[O:12][C:11]2=[N:13][C:14]([N+:16]([O-:18])=[O:17])=[CH:15][N:10]2[CH2:9][CH2:8]1)(=O)C.C([O-])([O-])=O.[K+].[K+].Cl>CO>[CH3:19][C@@:7]1([CH2:6][OH:5])[O:12][C:11]2=[N:13][C:14]([N+:16]([O-:18])=[O:17])=[CH:15][N:10]2[CH2:9][CH2:8]1 |f:2.3.4|. Procedure details: Water (4 mL) was added dropwise to a stirred mixture of (R)-acetate 158 (427 mg, 1.67 mmol) and K2CO3 (256 mg, 1.85 mmol) in MeOH (36 mL). After stirring at room temperature for 4 h, the mixture was cooled in ice and treated with 0.1M HCl (37 mL, 3.70 mmol). The solvents were removed under reduced pressure and the residue was chromatographed on silica gel. Elution with 0-1% MeOH/CH2Cl2 firstly gave foreruns, and then further elution with 1-2.5% MeOH/CH2Cl2 gave [(7R)-7-methyl-2-nitro-6,7-dihydro...